From a dataset of the Open Reaction Database (ORD), a public repository of structured organic reaction records. describe an organic reaction: reactants, conditions, products, and yield Reactants: [Si](C)(C)(C(C)(C)C)Cl (Tert-butyldimethylsilyl chloride), OCCN1C=NC=C1C (1-(2-hydroxyethyl)-5-methylimidazole), N1C=NC=C1 (imidazole), C(Cl)Cl (methylene chloride). Run in O (water). Run at temperature 0 celsius, time 4 hour. The product is [Si](C)(C)(C(C)(C)C)OCCN1C=NC=C1C (1-(2-tert-butyldimethylsilyloxyethyl)-5-methylimidazole). The yield is 95.9%. RXN SMILES: [Si:1](Cl)([C:4]([CH3:7])([CH3:6])[CH3:5])([CH3:3])[CH3:2].[OH:9][CH2:10][CH2:11][N:12]1[C:16]([CH3:17])=[CH:15][N:14]=[CH:13]1.N1C=CN=C1.C(Cl)Cl>O>[Si:1]([O:9][CH2:10][CH2:11][N:12]1[C:16]([CH3:17])=[CH:15][N:14]=[CH:13]1)([C:4]([CH3:7])([CH3:6])[CH3:5])([CH3:3])[CH3:2]. Procedure: Tert-butyldimethylsilyl chloride (9.05 g) was added to a stirred mixture of 1-(2-hydroxyethyl)-5-methylimidazole (6.4 g), imidazole (7.5 g) and methylene chloride (30 ml) which was cooled to 0° C. The reaction mixture was stirred at ambient temperature for 4 hours. The mixture was poured into water. The organic layer was washed with brine, dried over magnesium sulphate and evaporated to give 1-(2-tert-butyldimethylsilyloxyethyl)-5-methylimidazole (11.7 g); NMR Spectrum: (CDCl3)−0.04 (s, 6H), 0.8... Reactants: C(C)[SiH](CC)CC (triethylsilane), COC(C(=O)C1=C(NC2=NC(=CC=C21)Cl)C)=O ((6-chloro-2-methyl-1H-pyrrolo[2,3-b]pyridin-3-yl)-oxo-acetic acid methyl ester). Run in C(=O)(C(F)(F)F)O (TFA). Conditions: temperature -10 celsius, time 1 hour. Product: COC(CC1=C(NC2=NC(=CC=C21)Cl)C)=O ((6-Chloro-2-methyl-1H-pyrrolo[2,3-b]pyridin-3-yl)-acetic acid methyl ester). Reaction SMILES: C([SiH](CC)CC)C.[CH3:8][O:9][C:10](=[O:24])[C:11]([C:13]1[C:21]2[C:16](=[N:17][C:18]([Cl:22])=[CH:19][CH:20]=2)[NH:15][C:14]=1[CH3:23])=O>C(O)(C(F)(F)F)=O>[CH3:8][O:9][C:10](=[O:24])[CH2:11][C:13]1[C:21]2[C:16](=[N:17][C:18]([Cl:22])=[CH:19][CH:20]=2)[NH:15][C:14]=1[CH3:23]. Procedure: To a solution of triethylsilane (0.343 ml, 2.15 mmol) in TFA (2 ml) cooled to −10° C. is added portionwise (6-chloro-2-methyl-1H-pyrrolo[2,3-b]pyridin-3-yl)-oxo-acetic acid methyl ester (0.155 g, 0.61 mmol). The reaction mixture is stirred at −10° C. for 1 hour and the solvent is removed in vacuo. The residue is washed with saturated sodium hydrogen carbonate solution and this aqueous portion is extracted with DCM (3×10 ml). The organics are combined, dried (Na2SO4) and concentrated in vacuo and... The reactants are CCOC(=O)CBr, [Cl-], N#Cc1c(F)cccc1F, I, [NH4+], C1CCOC1, [Zn]. Yields the product CCOC(=O)C=C(N)c1c(F)cccc1F. Reaction SMILES: [Br:1][CH2:2][C:3](=[O:4])[O:5][CH2:6][CH3:7].[Cl-:19].[F:9][c:10]1[c:11]([C:12]#[N:13])[c:14]([F:18])[cH:15][cH:16][cH:17]1.[I:8].[NH4+:20].[O:21]1[CH2:22][CH2:23][CH2:24][CH2:25]1.[Zn:26]>>[CH:2]([C:3](=[O:4])[O:5][CH2:6][CH3:7])=[C:12]([c:11]1[c:10]([F:9])[cH:17][cH:16][cH:15][c:14]1[F:18])[NH2:13]. Starting materials: COc1ccc(C(=O)O)cc1C=Cc1ccc(OC(F)(F)F)cc1, NCC(O)C(O)CO. Yields the product COc1ccc(C(=O)NCC(O)C(O)CO)cc1C=Cc1ccc(OC(F)(F)F)cc1. As a reaction SMILES: [CH3:1][O:2][c:3]1[c:4]([CH:12]=[CH:13][c:14]2[cH:15][cH:16][c:17]([O:20][C:21]([F:22])([F:23])[F:24])[cH:18][cH:19]2)[cH:5][c:6]([C:7](=[O:8])[OH:9])[cH:10][cH:11]1.[NH2:25][CH2:26][CH:27]([CH:28]([CH2:29][OH:30])[OH:31])[OH:32]>>[CH3:1][O:2][c:3]1[c:4]([CH:12]=[CH:13][c:14]2[cH:15][cH:16][c:17]([O:20][C:21]([F:22])([F:23])[F:24])[cH:18][cH:19]2)[cH:5][c:6]([C:7](=[O:8])[NH:25][CH2:26][CH:27]([CH:28]([CH2:29][OH:30])[OH:31])[OH:32])[cH:10][cH:11]1.